Task: describe an organic reaction: reactants, conditions, products, and yield. Dataset: the Open Reaction Database (ORD), a public repository of structured organic reaction records Starting materials: [BH4-].[Na+] (sodium borohydride), FC(C1=CC=C(C(=O)C2C(C2)C#N)C=C1)(F)F (2-[4-(Trifluoromethyl)benzoyl]cyclopropanecarbonitrile), [Cl-].[NH4+] (ammonium chloride). The solvent is C(C)O (ethanol), C(C)(=O)OCC (ethyl acetate), C(C)(=O)OCC (ethyl acetate). Conditions: temperature 40 celsius, time 1 hour. Product: OC(C1C(C1)C#N)C1=CC=C(C=C1)C(F)(F)F (2-{Hydroxy[4-(trifluoromethyl)phenyl]methyl}cyclopropanecarbonitrile). Reaction SMILES: [BH4-].[Na+].[F:3][C:4]([F:19])([F:18])[C:5]1[CH:17]=[CH:16][C:8]([C:9]([CH:11]2[CH2:13][CH:12]2[C:14]#[N:15])=[O:10])=[CH:7][CH:6]=1.[Cl-].[NH4+]>C(O)C.C(OCC)(=O)C>[OH:10][CH:9]([C:8]1[CH:7]=[CH:6][C:5]([C:4]([F:3])([F:18])[F:19])=[CH:17][CH:16]=1)[CH:11]1[CH2:13][CH:12]1[C:14]#[N:15] |f:0.1,3.4|. Reported procedure: 298 mg (7.88 mmol) of sodium borohydride were added to 1.71 g (7.17 mmol) of the compound from Example 122A in 30 ml of ethanol and 7 ml of ethyl acetate under argon, and the mixture was stirred at 40° C. for 1 h. The reaction mixture was added to saturated aqueous ammonium chloride solution and ethyl acetate, the phases were separated, the aqueous phase was extracted twice with ethyl acetate, and the combined organic phases were dried over magnesium sulfate, filtered and concentrated. The crude... Starting materials: CC(C)O, COc1cc2ncnc(Cl)c2cc1OC, O=S(=O)(c1cccc2c1CNCC2)N1CCOCC1. The product is COc1cc2ncnc(N3CCc4cccc(S(=O)(=O)N5CCOCC5)c4C3)c2cc1OC. RXN SMILES: [CH3:35][CH:36]([OH:37])[CH3:38].[Cl:20][c:21]1[n:22][cH:23][n:24][c:25]2[cH:26][c:27]([O:33][CH3:34])[c:28]([O:31][CH3:32])[cH:29][c:30]12.[O:1]1[CH2:2][CH2:3][N:4]([S:7](=[O:8])(=[O:9])[c:10]2[cH:11][cH:12][cH:13][c:14]3[c:19]2[CH2:18][NH:17][CH2:16][CH2:15]3)[CH2:5][CH2:6]1>>[O:1]1[CH2:2][CH2:3][N:4]([S:7](=[O:8])(=[O:9])[c:10]2[cH:11][cH:12][cH:13][c:14]3[c:19]2[CH2:18][N:17]([c:21]2[n:22][cH:23][n:24][c:25]4[cH:26][c:27]([O:33][CH3:34])[c:28]([O:31][CH3:32])[cH:29][c:30]24)[CH2:16][CH2:15]3)[CH2:5][CH2:6]1.